Dataset: the Open Reaction Database (ORD), a public repository of structured organic reaction records. Task: describe an organic reaction: reactants, conditions, products, and yield Starting materials: C(#N)C1=CC(=C(C=C1OC)CC(=O)O)F ((4-cyano-2-fluoro-5-methoxyphenyl) acetic acid), Cl.N1(CCNCC1)C(CC=1C=NC(=CC1)N1N=NN=C1)=O (1-(piperazin-1-yl)-2-[6-(1H-tetrazol-1-yl)pyridin-3-yl]ethanone hydrochloride). Yields the product Cl.FC=1C(=CC(=C(C#N)C1)OC)CC(N1CCNCC1)=O (5-Fluoro-2-methoxy-4-[2-oxo-2-(piperazin-1-yl)ethyl]benzonitrile hydrochloride). As a reaction SMILES: [C:1]([C:3]1[C:8]([O:9][CH3:10])=[CH:7][C:6]([CH2:11][C:12]([OH:14])=O)=[C:5]([F:15])[CH:4]=1)#[N:2].[ClH:16].[N:17]1(C(=O)CC2C=NC(N3C=NN=N3)=CC=2)[CH2:22][CH2:21][NH:20][CH2:19][CH2:18]1>>[ClH:16].[F:15][C:5]1[C:6]([CH2:11][C:12](=[O:14])[N:17]2[CH2:22][CH2:21][NH:20][CH2:19][CH2:18]2)=[CH:7][C:8]([O:9][CH3:10])=[C:3]([CH:4]=1)[C:1]#[N:2] |f:1.2,3.4|. Procedure details: 5-Fluoro-2-methoxy-4-[2-oxo-2-(piperazin-1-yl)ethyl]benzonitrile hydrochloride was prepared in two steps from (4-cyano-2-fluoro-5-methoxyphenyl) acetic acid in an analogous fashion to that described for the synthesis of 1-(piperazin-1-yl)-2-[6-(1H-tetrazol-1-yl)pyridin-3-yl]ethanone hydrochloride. MS m/z 278 (M+1)+. The reactants are N1(C=NC2=C1CCCC2)C2=CC=C(C=C2)C(C(CC(=O)O)C)=O (4-(4,5,6,7-tetrahydro-1H-benzimidazol-1-yl)-β-methyl-γ-oxobenzenebutanoic acid), O.NN (hydrazine hydrate). Solvent: C(C)O (ethanol). The product is N1(C=NC2=C1CCCC2)C2=CC=C(C=C2)C=2C(CC(NN2)=O)C (4,5-dihydro-6-[4-(4,5,6,7-tetrahydro-1H-benzimidazol-1-yl)phenyl]-5-methyl-3(2H)-pyridazinone). Isolated yield 43.7%. Reaction SMILES: [N:1]1([C:10]2[CH:15]=[CH:14][C:13]([C:16](=O)[CH:17]([CH3:22])[CH2:18][C:19]([OH:21])=O)=[CH:12][CH:11]=2)[C:5]2[CH2:6][CH2:7][CH2:8][CH2:9][C:4]=2[N:3]=[CH:2]1.O.[NH2:25][NH2:26]>C(O)C>[N:1]1([C:10]2[CH:11]=[CH:12][C:13]([C:16]3[CH:17]([CH3:22])[CH2:18][C:19](=[O:21])[NH:25][N:26]=3)=[CH:14][CH:15]=2)[C:5]2[CH2:6][CH2:7][CH2:8][CH2:9][C:4]=2[N:3]=[CH:2]1 |f:1.2|. Reported procedure: A mixture of 4-(4,5,6,7-tetrahydro-1H-benzimidazol-1-yl)-β-methyl-γ-oxobenzenebutanoic acid (7.3 g, 0.023 mol), 80% hydrazine hydrate (1.75 g, 0.028 mol) in ethanol (75 ml) is heated under reflux for six hours. The solution is concentrated to a small volume and filtered. The residue is washed with 2-propanol, followed by ether to give 3.1 g of 4,5-dihydro-6-[4-(4,5,6,7-tetrahydro-1H-benzimidazol-1-yl)phenyl]-5-methyl-3(2H)-pyridazinone, mp 199°-200° C. The reactants are BrC1=CC=C(C=C1)C1(C(C1)CO)C#N (1-(4-bromo-phenyl)-2-hydroxymethyl-cyclopropanecarbonitrile), B(F)(F)F.CCOCC (BF3.OEt2). The solvent is C1CCOC1 (THF), C1CCOC1 (THF). Reaction conditions: temperature 80 celsius. The product is NCC1(C(C1)CO)C1=CC=C(C=C1)Br ([2-aminomethyl-2-(4-bromo-phenyl)-cyclopropyl]-methanol). Yield: 72.6%. Reaction SMILES: [Br:1][C:2]1[CH:7]=[CH:6][C:5]([C:8]2([C:13]#[N:14])[CH2:10][CH:9]2[CH2:11][OH:12])=[CH:4][CH:3]=1.B(F)(F)F.CCOCC>C1COCC1>[NH2:14][CH2:13][C:8]1([C:5]2[CH:6]=[CH:7][C:2]([Br:1])=[CH:3][CH:4]=2)[CH2:10][CH:9]1[CH2:11][OH:12] |f:1.2|. Reported procedure: To a solution of 1-(4-bromo-phenyl)-2-hydroxymethyl-cyclopropanecarbonitrile (12.8 g, 51.0 mmol) in anhydrous THF (150 mL) was added BF3.OEt2 (10.15 mL, 0.2 mL per mmol) and the reaction mixture was heated at 80° C. Borondimethylsulphide complex (63.4 mL, 126.9 mmol, 2M in THF) was added to the reaction mixture and heated 80° C. for 4 h. Reaction mixture was quenched by 10% hydrochloric acid at 0° C. till effervescence vanishes. The reaction mixture was washed with diethyl ether (2×70 mL) and th...